Dataset: the Open Reaction Database (ORD), a public repository of structured organic reaction records. Task: describe an organic reaction: reactants, conditions, products, and yield The product is C(C(=O)C)C=1C(NCCCC1C1=CC(=CC=C1)OC)=O (3-acetonyl-4-(3-methoxyphenyl)-1,5,6,7-tetrahydro-2H-azepinone). RXN SMILES: [CH3:1][O:2][C:3]1[CH:4]=[C:5]([C:9]2[CH2:13][CH2:12][CH2:11][N:10]=2)[CH:6]=[CH:7][CH:8]=1.[CH3:14][C:15]1[O:20][C:18](=[O:19])[CH2:17][CH:16]=1>C1(C)C=CC=CC=1>[CH2:16]([C:17]1[C:18](=[O:19])[NH:10][CH2:11][CH2:12][CH2:13][C:9]=1[C:5]1[CH:6]=[CH:7][CH:8]=[C:3]([O:2][CH3:1])[CH:4]=1)[C:15]([CH3:14])=[O:20]. Solvent: C1(=CC=CC=C1)C (toluene). Reactants: COC=1C=C(C=CC1)C1=NCCC1 (2-(3-methoxyphenyl)-1-pyrroline), CC1=CCC(=O)O1 (α-angelicalactone), CC1=CCC(=O)O1 (α-angelicalactone). Procedure details: The starting material is prepared as follows: The solution of 70 g of 2-(3-methoxyphenyl)-1-pyrroline [J. Org. Chem. 23, 1278, 1281 (1958)] and 43.2 g of α-angelicalactone in 600 ml of toluene is refluxed overnight. A second portion of 43.2 g of α-angelicalactone is added, the mixture is again refluxed overnight, cooled and evaporated. The residue is crystallized from 50 ml of ethyl acetate, to yield the 3-acetonyl-4-(3-methoxyphenyl)-1,5,6,7-tetrahydro-2H-azepinone, melting at 140°-142°. Conditions: time 8 hour. The reactants are BrC=1C=C(C=CC1)C1=CC=2N(C(N1)=S)N=CC2 (5-(3-bromo-phenyl)-6H-pyrazolo[1,5-c]pyrimidine-7-thione), BrC=1C=C(C=CC1)C1=CC=2N(C(N1)=S)N=CC2 (5-(3-bromo-phenyl)-6H-pyrazolo[1,5-c]pyrimidine-7-thione), Cl (hydrochloric acid), CI (methyl iodide). Run in [OH-].[Na+] (NaOH), CO (methanol). The product is BrC=1C=C(C=CC1)C1=CC=2N(C(=N1)SC)N=CC2 (5-(3-Bromo-phenyl)-7-methylsulfanyl-pyrazolo[1,5-c]pyrimidine). The yield is 36.0%. Reaction SMILES: [Br:1][C:2]1[CH:3]=[C:4]([C:8]2[NH:13][C:12](=[S:14])[N:11]3[N:15]=[CH:16][CH:17]=[C:10]3[CH:9]=2)[CH:5]=[CH:6][CH:7]=1.[CH3:18]I.Cl>[OH-].[Na+].CO>[Br:1][C:2]1[CH:3]=[C:4]([C:8]2[N:13]=[C:12]([S:14][CH3:18])[N:11]3[N:15]=[CH:16][CH:17]=[C:10]3[CH:9]=2)[CH:5]=[CH:6][CH:7]=1 |f:3.4|. Reported procedure: To a solution of 5-(3-bromo-phenyl)-6H-pyrazolo[1,5-c]pyrimidine-7-thione (compound E3)(3.73 g) in 2M aqueous NaOH (6 ml) and methanol (100 ml) methyl iodide (0.785 ml) is added at ambient temperature. After 30 min at this temperature further methyl iodide (0.785 ml) is added After 60 min the mixture is neutralized with 2M hydrochloric acid and evaporated The residue is partitioned between dichloromethane and water and the organic phase is washed twice with water. The organic phase is dried over... The reactants are O=c1[nH]nc(Cl)c2cc(Br)ccc12, Cc1cccc(CN)c1C, CCOC(C)=O, O=C(C=Cc1ccccc1)C=Cc1ccccc1, O=C(C=Cc1ccccc1)C=Cc1ccccc1, O=C(C=Cc1ccccc1)C=Cc1ccccc1, [Pd], [Pd]. The product is Cc1cccc(CNc2ccc3c(=O)[nH]nc(Cl)c3c2)c1C. RXN SMILES: [Br:1][c:2]1[cH:3][c:4]2[c:5]([Cl:13])[n:6][nH:7][c:8](=[O:12])[c:9]2[cH:10][cH:11]1.[CH3:14][c:15]1[c:16]([CH2:17][NH2:18])[cH:19][cH:20][cH:21][c:22]1[CH3:23].[CH3:24][CH2:25][O:26][C:27]([CH3:28])=[O:29].[O:32]=[C:33]([CH:34]=[CH:35][c:36]1[cH:37][cH:38][cH:39][cH:40][cH:41]1)[CH:42]=[CH:43][c:44]1[cH:45][cH:46][cH:47][cH:48][cH:49]1.[O:50]=[C:51]([CH:52]=[CH:53][c:54]1[cH:55][cH:56][cH:57][cH:58][cH:59]1)[CH:60]=[CH:61][c:62]1[cH:63][cH:64][cH:65][cH:66][cH:67]1.[O:68]=[C:69]([CH:70]=[CH:71][c:72]1[cH:73][cH:74][cH:75][cH:76][cH:77]1)[CH:78]=[CH:79][c:80]1[cH:81][cH:82][cH:83][cH:84][cH:85]1.[Pd:30].[Pd:31]>>[c:2]1([NH:18][CH2:17][c:16]2[c:15]([CH3:14])[c:22]([CH3:23])[cH:21][cH:20][cH:19]2)[cH:3][c:4]2[c:5]([Cl:13])[n:6][nH:7][c:8](=[O:12])[c:9]2[cH:10][cH:11]1. Reactants: CC(C)(C)[O-].[K+] (t-BuOK), COC(C1=C(C=CC=C1[N+](=O)[O-])C=O)=O (2-formyl-6-nitro-benzoic acid methyl ester), C1=CC=C(C=C1)P(C2=CC=CC=C2)C3=CC=CC=C3 (Ph3P). Run in C1CCOC1 (THF), C1CCOC1 (THF). Run at time 30 minute. Yields the product COC(C1=C(C=CC=C1[N+](=O)[O-])C=COC)=O (2-(2-methoxy-vinyl)-6-nitro-benzoic acid methyl ester). RXN SMILES: C[C:2]([O-:5])(C)C.[K+].[CH:7]1C=CC(P(C2C=CC=CC=2)C2C=CC=CC=2)=CC=1.[CH3:26][O:27][C:28](=[O:40])[C:29]1[C:34]([N+:35]([O-:37])=[O:36])=[CH:33][CH:32]=[CH:31][C:30]=1[CH:38]=O>C1COCC1>[CH3:26][O:27][C:28](=[O:40])[C:29]1[C:34]([N+:35]([O-:37])=[O:36])=[CH:33][CH:32]=[CH:31][C:30]=1[CH:38]=[CH:7][O:5][CH3:2] |f:0.1|. Reported procedure: t-BuOK (5.5 g, 58 mmol, 2 eq) was added portion-wise to a stirred suspension of Ph3P+CH2OmeCl− (21.7 g, 63 mmol, 2.2 eq) in THF (100 mL) under N2 in an ice-bath. After stirring the red solution at RT for 30 min, 2-formyl-6-nitro-benzoic acid methyl ester (Example 1, Step C, 5.1 g, 29 mmol, 1 eq) in THF (15 mL) was added. The reaction was stirred at RT for 1 h, quenched with saturated NH4Cl and extracted with EtOAc. The organic layer was washed with H2O (2×), dried (MgSO4) and concentrated in vac...